Dataset: the Open Reaction Database (ORD), a public repository of structured organic reaction records. Task: describe an organic reaction: reactants, conditions, products, and yield Reactants: Cl[O-].[Na+] (sodium hypochlorite), [OH-].[K+] (potassium hydroxide), NC1=C(C=CC(=C1)SC1=CC=C(C=C1)C)[N+](=O)[O-] (2-amino-4-(4'-methylphenylthio)-nitrobenzene). The solvent is C(C)O (ethanol). Yields the product CC1=CC=C(C=C1)SC=1C=CC=2C(=NO[N+]2[O-])C1 (5-(4'-methylphenylthio)-benzofurazan-N-oxide). Isolated yield 83.5%. As a reaction SMILES: Cl[O-].[Na+].[OH-].[K+].[NH2:6][C:7]1[CH:12]=[C:11]([S:13][C:14]2[CH:19]=[CH:18][C:17]([CH3:20])=[CH:16][CH:15]=2)[CH:10]=[CH:9][C:8]=1[N+:21]([O-:23])=[O:22]>C(O)C>[CH3:20][C:17]1[CH:16]=[CH:15][C:14]([S:13][C:11]2[CH:10]=[CH:9][C:8]3[C:7]([CH:12]=2)=[N:6][O:22][N+:21]=3[O-:23])=[CH:19][CH:18]=1 |f:0.1,2.3|. Procedure: 60 ml of sodium hypochlorite solution (13%) is added dropwise at ca. 30° C internal temperature, with continuous stirring, to a solution of 3 g of potassium hydroxide in 150 ml of ethanol and 7 g of 2-amino-4-(4'-methylphenylthio)-nitrobenzene. After completion of the addition, stirring is continued for half an hour at room temperature; the precipitated product is filtered off with suction and then washed with 200 ml of water. Recrystallisation from ethanol yields 5.8 g (= 83.5% of theory) of 5-... The reactants are crude mixture, CC(=O)C (acetone), C(C)(=O)O[BH-](OC(C)=O)OC(C)=O.[Na+] (sodium triacetoxyborohydride), N=1N(C=C2C1CCNCC2)C2=CC=C(C=C2)N2C(CCC2)=O (1-[4-(5,6,7,8-tetrahydropyrazolo[3,4-d]azepin-2(4H)-yl)phenyl]-2-pyrrolidinone), CC(=O)C (acetone), C(C)(=O)O[BH-](OC(C)=O)OC(C)=O.[Na+] (Sodium triacetoxyborohydride). The reagents and catalysts are C(C)(=O)O (acetic acid). Run in CO (methanol), ClCCl (dichloromethane). Reaction conditions: time 20 minute. Yields the product CC(C)N1CCC=2C(CC1)=CN(N2)C2=CC=C(C=C2)N2C(CCC2)=O (1-{4-[6-(1-Methylethyl)-5,6,7,8-tetrahydropyrazolo[3,4-d]azepin-2(4H)-yl]phenyl}-2-pyrrolidinone). RXN SMILES: [N:1]1[N:2]([C:11]2[CH:16]=[CH:15][C:14]([N:17]3[CH2:21][CH2:20][CH2:19][C:18]3=[O:22])=[CH:13][CH:12]=2)[CH:3]=[C:4]2[CH2:10][CH2:9][NH:8][CH2:7][CH2:6][C:5]=12.[CH3:23][C:24]([CH3:26])=O.C(O[BH-](OC(=O)C)OC(=O)C)(=O)C.[Na+]>ClCCl.C(O)(=O)C.CO>[CH3:23][CH:24]([N:8]1[CH2:9][CH2:10][C:4]2=[CH:3][N:2]([C:11]3[CH:12]=[CH:13][C:14]([N:17]4[CH2:21][CH2:20][CH2:19][C:18]4=[O:22])=[CH:15][CH:16]=3)[N:1]=[C:5]2[CH2:6][CH2:7]1)[CH3:26] |f:2.3|. Procedure details: To a solution of 1-[4-(5,6,7,8-tetrahydropyrazolo[3,4-d]azepin-2(4H)-yl)phenyl]-2-pyrrolidinone (may be prepared as described in Description 22) (45 mg, 0.15 mmol) in dichloromethane (3 ml) was added acetone (17 mg, 0.30 mmol) and acetic acid (2 drops). The resulting mixture was stirred at room temperature, under argon, for 20 minutes. Sodium triacetoxyborohydride (64 mg, 0.30 mmol) was added and stirring continued for 22 hours. A further 2 eq. of acetone (17 mg, 0.30 mmol) was added, and after ...